This data is from the Open Reaction Database (ORD), a public repository of structured organic reaction records. The task is: describe an organic reaction: reactants, conditions, products, and yield Starting materials: BrC1=C(C=C(C(=C1)F)[N+](=O)[O-])C(F)(F)F (1-bromo-5-fluoro-4-nitro-2-(trifluoromethyl)benzene), C(C)(C)N(CC)C(C)C (diisopropylethylamine), Cl.Cl.O1CCC(CC1)N1CCC(CC1)N (1-(tetrahydro-2H-pyran-4-yl)-4-piperidinamine dihydrochloride). Run in CN(C=O)C (dimethylformamide). Run at temperature 70 celsius. Product: BrC=1C(=CC(=C(C1)NC1CCN(CC1)C1CCOCC1)[N+](=O)[O-])C(F)(F)F (N-[5-Bromo-2-nitro-4-(trifluoromethyl)phenyl]-1-(tetrahydro-2H-pyran-4-yl)-4-piperidinamine). Yield: 80.8%. Reaction SMILES: [Br:1][C:2]1[CH:7]=[C:6](F)[C:5]([N+:9]([O-:11])=[O:10])=[CH:4][C:3]=1[C:12]([F:15])([F:14])[F:13].C(N(C(C)C)CC)(C)C.Cl.Cl.[O:27]1[CH2:32][CH2:31][CH:30]([N:33]2[CH2:38][CH2:37][CH:36]([NH2:39])[CH2:35][CH2:34]2)[CH2:29][CH2:28]1>CN(C)C=O>[Br:1][C:2]1[C:3]([C:12]([F:15])([F:14])[F:13])=[CH:4][C:5]([N+:9]([O-:11])=[O:10])=[C:6]([NH:39][CH:36]2[CH2:35][CH2:34][N:33]([CH:30]3[CH2:31][CH2:32][O:27][CH2:28][CH2:29]3)[CH2:38][CH2:37]2)[CH:7]=1 |f:2.3.4|. Reported procedure: A stirred solution of 1-bromo-5-fluoro-4-nitro-2-(trifluoromethyl)benzene (D53) (0.30 g, 1.04 mmole) in dimethylformamide (5 ml) at room temperature under argon was treated with diisopropylethylamine (0.59 ml, 3.3 mmole) and 1-(tetrahydro-2H-pyran-4-yl)-4-piperidinamine dihydrochloride (D40) (0.28 g, 1.1 mmole) and heated at 70° C. for 1 hr. The mixture was concentrated under vacuum and the residue treated with 10% Na2CO3 solution and extracted with ethyl acetate. The extract was dried and conce... The reactants are CNC1=CC=CC=C1 (N-methylaniline), C(CO)O (ethylene glycol). The reagents and catalysts are [Ru] (ruthenium). Yields the product CN1C=CC2=CC=CC=C12 (1-methylindole). Isolated yield 51.0%. RXN SMILES: [CH3:1][NH:2][C:3]1[CH:8]=[CH:7][CH:6]=[CH:5][CH:4]=1.[CH2:9](O)[CH2:10]O>[Ru]>[CH3:1][N:2]1[C:3]2[C:8](=[CH:7][CH:6]=[CH:5][CH:4]=2)[CH:10]=[CH:9]1. Procedure details: In Tetrahedron Letters, Vol. 27, No. 3, pp. 377-380, 1986, Watanabe discloses the reaction of N-methylaniline with ethylene glycol in the presence of a homogeneous ruthenium catalyst to provide a 51% yield of 1-methylindole. He also reported that: ##STR4## Starting materials: C=C(C)c1cccc2c(-c3c(C)nc4c(C(CC)CC)cc(C)nn34)c(C)sc12, CO. The product is CCC(CC)c1cc(C)nn2c(-c3c(C)sc4c(C(C)C)cccc34)c(C)nc12. As a reaction SMILES: [CH2:1]([CH3:2])[CH:3]([CH2:4][CH3:5])[c:6]1[c:7]2[n:8]([n:9][c:10]([CH3:12])[cH:11]1)[c:13](-[c:17]1[c:18]3[c:19]([s:20][c:21]1[CH3:22])[c:23]([C:27](=[CH2:28])[CH3:29])[cH:24][cH:25][cH:26]3)[c:14]([CH3:16])[n:15]2.[CH3:30][OH:31]>>[CH2:1]([CH3:2])[CH:3]([CH2:4][CH3:5])[c:6]1[c:7]2[n:8]([n:9][c:10]([CH3:12])[cH:11]1)[c:13](-[c:17]1[c:18]3[c:19]([s:20][c:21]1[CH3:22])[c:23]([CH:27]([CH3:28])[CH3:29])[cH:24][cH:25][cH:26]3)[c:14]([CH3:16])[n:15]2. Reactants: CC(C)(C)C(=O)CBr, CC[NH+](CC)CC, CC#N, Cc1cccc(NC(=S)[S-])n1, CC(C)OC(C)C. Product: Cc1cccc(NC(=S)SCC(=O)C(C)(C)C)n1. Reaction SMILES: [Br:1][CH2:2][C:3]([C:4]([CH3:5])([CH3:6])[CH3:7])=[O:8].[CH2:20]([NH+:21]([CH2:22][CH3:23])[CH2:24][CH3:25])[CH3:26].[CH3:34][C:35]#[N:36].[CH3:9][c:10]1[cH:11][cH:12][cH:13][c:14]([NH:16][C:17]([S-:18])=[S:19])[n:15]1.[CH:27]([O:28][CH:29]([CH3:30])[CH3:31])([CH3:32])[CH3:33]>>[CH2:2]([C:3]([C:4]([CH3:5])([CH3:6])[CH3:7])=[O:8])[S:19][C:17]([NH:16][c:14]1[cH:13][cH:12][cH:11][c:10]([CH3:9])[n:15]1)=[S:18]. Reactants: CCCCCC.C(C)(=O)OCC (hexane ethyl acetate), Cl.CC1(CNC1)O (3-methyl-3-azetidinol hydrochloride), O1CCCC1 (tetrahydrofuran), IC (iodomethane), [H-].[Na+] (sodium hydride). Product: C1(=CC=CC=C1)C(N1CC(C1)(C)OC)C1=CC=CC=C1 (1-(diphenylmethyl)-3-methoxy-3-methylazetidine). The yield is 50.0%. As a reaction SMILES: Cl.[CH3:2][C:3]1(O)[CH2:6][NH:5][CH2:4]1.[H-].[Na+].I[CH3:11].[CH3:12][CH2:13][CH2:14][CH2:15][CH2:16][CH3:17].[C:18]([O:21][CH2:22][CH3:23])(=O)C.O1[CH2:28][CH2:27][CH2:26][CH2:25]1>>[C:14]1([CH:6]([C:3]2[CH:2]=[CH:28][CH:27]=[CH:26][CH:25]=2)[N:5]2[CH2:4][C:22]([O:21][CH3:18])([CH3:23])[CH2:11]2)[CH:13]=[CH:12][CH:17]=[CH:16][CH:15]=1 |f:0.1,2.3,5.6|. Procedure details: A slurry of 1-diphenylmethyl)-3-methyl-3-azetidinol hydrochloride (5.00 g, 17.2 mmol) in dry tetrahydrofuran (200 mL) was cooled with an ice bath to 0° C. and treated with sodium hydride (2.10 g of a 60% dispersion in oil, 51.8 mmol) under nitrogen. The cooling bath was removed and the mixture warmed to reflux temperature for 15 min. After cooling to room temperature, iodomethane (7.40 g, 3.22 mL, 51.8 mmol) was added. When the addition was completed, the reaction mixture was heated to reflux te...